From a dataset of the Open Reaction Database (ORD), a public repository of structured organic reaction records. describe an organic reaction: reactants, conditions, products, and yield Reaction SMILES: [CH3:1][Si:2]([CH3:48])([CH3:47])[CH2:3][CH2:4][O:5][CH2:6][N:7]([CH2:39][O:40][CH2:41][CH2:42][Si:43]([CH3:46])([CH3:45])[CH3:44])[C:8]1[N:13]2[N:14]=[CH:15][C:16]([C:17]3[CH:18]=[N:19][C:20](Cl)=[CH:21][CH:22]=3)=[C:12]2[N:11]=[C:10]([CH:24]2[CH2:30][CH:29]3[N:31]([C:32]([O:34][C:35]([CH3:38])([CH3:37])[CH3:36])=[O:33])[CH:26]([CH2:27][CH2:28]3)[CH2:25]2)[CH:9]=1.C([Sn](CCCC)(CCCC)[C:54]1[CH:59]=[CH:58][CH:57]=[CH:56][N:55]=1)CCC>C1C=CC([P]([Pd]([P](C2C=CC=CC=2)(C2C=CC=CC=2)C2C=CC=CC=2)([P](C2C=CC=CC=2)(C2C=CC=CC=2)C2C=CC=CC=2)[P](C2C=CC=CC=2)(C2C=CC=CC=2)C2C=CC=CC=2)(C2C=CC=CC=2)C2C=CC=CC=2)=CC=1.CC#N>[N:19]1[CH:18]=[C:17]([C:16]2[CH:15]=[N:14][N:13]3[C:8]([N:7]([CH2:39][O:40][CH2:41][CH2:42][Si:43]([CH3:46])([CH3:45])[CH3:44])[CH2:6][O:5][CH2:4][CH2:3][Si:2]([CH3:48])([CH3:47])[CH3:1])=[CH:9][C:10]([CH:24]4[CH2:30][CH:29]5[N:31]([C:32]([O:34][C:35]([CH3:38])([CH3:37])[CH3:36])=[O:33])[CH:26]([CH2:27][CH2:28]5)[CH2:25]4)=[N:11][C:12]=23)[CH:22]=[CH:21][C:20]=1[C:54]1[CH:59]=[CH:58][CH:57]=[CH:56][N:55]=1 |^1:71,73,92,111|. Solvent: CC#N (CH3CN). Yields the product N1=C(C=CC(=C1)C=1C=NN2C1N=C(C=C2N(COCC[Si](C)(C)C)COCC[Si](C)(C)C)C2CC1CCC(C2)N1C(=O)OC(C)(C)C)C1=NC=CC=C1 (tert-butyl 3-(3-(2,2′-bipyridin-5-yl)-7-(bis((2-(trimethylsilyl)ethoxy)methyl)amino)pyrazolo[1,5-a]pyrimidin-5-yl)-8-azabicyclo[3.2.1]octane-8-carboxylate). Procedure details: To tert-butyl 3-(7-(bis((2-(trimethylsilyl)ethoxy)methyl)amino)-3-(6-chloropyridin-3-yl)pyrazolo[1,5-a]pyrimidin-5-yl)-8-azabicyclo[3.2.1]octane-8-carboxylate (Int-2a) (2.66 mmol, 1904 mg) and Pd(PPh3)4 (0.27 mmol, 307 mg) in a 20 mL microwave vial was added 2-(Tributylstannyl)pyridine (5.25 mmol, 1.7 mL) and CH3CN (12 mL). The reaction was run in the microwave at 150° C. for 45 mins. The reaction was filtered through a pad of KF (˜7 g) and SiO2 (˜7 g) with the aid of EtOAc and fractions contain... The reactants are C[Si](CCOCN(C1=CC(=NC=2N1N=CC2C=2C=NC(=CC2)Cl)C2CC1CCC(C2)N1C(=O)OC(C)(C)C)COCC[Si](C)(C)C)(C)C (tert-butyl 3-(7-(bis((2-(trimethylsilyl)ethoxy)methyl)amino)-3-(6-chloropyridin-3-yl)pyrazolo[1,5-a]pyrimidin-5-yl)-8-azabicyclo[3.2.1]octane-8-carboxylate), C(CCC)[Sn](C1=NC=CC=C1)(CCCC)CCCC (2-(Tributylstannyl)pyridine). Reagents/catalysts: C=1C=CC(=CC1)[P](C=2C=CC=CC2)(C=3C=CC=CC3)[Pd]([P](C=4C=CC=CC4)(C=5C=CC=CC5)C=6C=CC=CC6)([P](C=7C=CC=CC7)(C=8C=CC=CC8)C=9C=CC=CC9)[P](C=1C=CC=CC1)(C=1C=CC=CC1)C=1C=CC=CC1 (Pd(PPh3)4). Run at time 45 minute. The reactants are N1CCC2(CC1)OC(C1=CC=CC=C12)=O (1,3-dihydrospiro[isobenzofuran-1,4'-piperidine]-3-one), ClCCCC(C1=CC=C(C=C1)F)C1=CC=C(C=C1)F (4-chloro1,1-di(4-fluorophenyl)butane), C([O-])([O-])=O.[K+].[K+] (potassium carbonate). Run in C(CCC)O (1-butanol). Product: FC1=CC=C(C=C1)C(CCCN1CCC2(CC1)OC(C1=CC=CC=C12)=O)C1=CC=C(C=C1)F (1,3-Dihydro-1'-[4,4-di(4-fluorophenyl)butyl]spiro[isobenzofuran-1,4'-piperidine]-3-one). As a reaction SMILES: [NH:1]1[CH2:6][CH2:5][C:4]2([C:14]3[C:9](=[CH:10][CH:11]=[CH:12][CH:13]=3)[C:8](=[O:15])[O:7]2)[CH2:3][CH2:2]1.Cl[CH2:17][CH2:18][CH2:19][CH:20]([C:28]1[CH:33]=[CH:32][C:31]([F:34])=[CH:30][CH:29]=1)[C:21]1[CH:26]=[CH:25][C:24]([F:27])=[CH:23][CH:22]=1.C(=O)([O-])[O-].[K+].[K+]>C(O)CCC>[F:27][C:24]1[CH:23]=[CH:22][C:21]([CH:20]([C:28]2[CH:29]=[CH:30][C:31]([F:34])=[CH:32][CH:33]=2)[CH2:19][CH2:18][CH2:17][N:1]2[CH2:6][CH2:5][C:4]3([C:14]4[C:9](=[CH:10][CH:11]=[CH:12][CH:13]=4)[C:8](=[O:15])[O:7]3)[CH2:3][CH2:2]2)=[CH:26][CH:25]=1 |f:2.3.4|. Reported procedure: A mixture of 4.0 g. of 1,3-dihydrospiro[isobenzofuran-1,4'-piperidine]-3-one, 6.4 g. of 4-chloro1,1-di(4-fluorophenyl)butane, 10 g. of potassium carbonate, and 25 ml. of 1-butanol is heated under reflux for 48 hours and filtered. The filtrate is diluted with water and extracted with benzene. The benzene solution is dried over potassium carbonate and concentrated to an oil, 1,3-dihydro-1'-[4,4-di(4-fluorophenyl)butyl]spiro[isobenzofuran-1,4'-piperidine]-3-one. The oil is converted to a crystallin... The reactants are C(CCC)N(C1=CC(=C(C=C1)C=CC1=CC=C(S1)C=O)OC)CCCC (5-[2-(4-dibutylamino-2-methoxyphenyl)vinyl]thiophene-2-carboaldehyde), C(#N)C=1C(OC(C1C)(C)C)=C(C#N)C#N (2-(3-cyano-4,5,5-trimethyl-2(5H)-furanylidene)propanedinitrile), C(C)(=O)[O-].[NH4+] (ammonium acetate). Run in C(C)O (ethanol), O1CCCC1 (tetrahydrofuran). Run at temperature 50 celsius, time 2.5 hour. Yields the product C(CCC)N(C1=CC(=C(C=C1)C=CC1=CC=C(S1)C=CC1=C(C(OC1(C)C)=C(C#N)C#N)C#N)OC)CCCC (2-[4-[2-[5-[2-(4-dibutylamino-2-methoxyphenyl)vinyl]thiophene-2-yl]vinyl]-3-cyano-5,5-dimethyl-2(5H)-furanylidene]propanedinitrile). Isolated yield 74.8%. RXN SMILES: [CH2:1]([N:5]([CH2:23][CH2:24][CH2:25][CH3:26])[C:6]1[CH:11]=[CH:10][C:9]([CH:12]=[CH:13][C:14]2[S:18][C:17]([CH:19]=O)=[CH:16][CH:15]=2)=[C:8]([O:21][CH3:22])[CH:7]=1)[CH2:2][CH2:3][CH3:4].[C:27]([C:29]1[C:30](=[C:37]([C:40]#[N:41])[C:38]#[N:39])[O:31][C:32]([CH3:36])([CH3:35])[C:33]=1[CH3:34])#[N:28].C([O-])(=O)C.[NH4+]>C(O)C.O1CCCC1>[CH2:23]([N:5]([CH2:1][CH2:2][CH2:3][CH3:4])[C:6]1[CH:11]=[CH:10][C:9]([CH:12]=[CH:13][C:14]2[S:18][C:17]([CH:19]=[CH:34][C:33]3[C:32]([CH3:35])([CH3:36])[O:31][C:30](=[C:37]([C:38]#[N:39])[C:40]#[N:41])[C:29]=3[C:27]#[N:28])=[CH:16][CH:15]=2)=[C:8]([O:21][CH3:22])[CH:7]=1)[CH2:24][CH2:25][CH3:26] |f:2.3|. Procedure: In 10 ml of ethanol and 3 ml of tetrahydrofuran were dissolved 300 mg (0.81 mmol) of 5-[2-(4-dibutylamino-2-methoxyphenyl)vinyl]thiophene-2-carboaldehyde and 177 mg (0.89 mmol) of 2-(3-cyano-4,5,5-trimethyl-2(5H)-furanylidene)propanedinitrile. To this mixture was added 63 mg of ammonium acetate, and the mixture was stirred at room temperature for 24 hours and further at 50° C. for 2.5 hours. The solvent was evaporated off and the residue was washed with ethanol to give 335 mg of a brown powdered... Starting materials: COC=1C=C(C=CC1[N+](=O)[O-])C(=O)C=O (3-methoxy-4-nitrophenylglyoxal), C(CN)N (ethylenediamine). Yields the product COC=1C=C(C=CC1[N+](=O)[O-])C1NCCNC1 ((RS)-2-(3-Methoxy-4-nitrophenyl)piperazine), expected product. As a reaction SMILES: [CH3:1][O:2][C:3]1[CH:4]=[C:5]([C:12]([CH:14]=O)=O)[CH:6]=[CH:7][C:8]=1[N+:9]([O-:11])=[O:10].[CH2:16]([NH2:19])[CH2:17][NH2:18]>>[CH3:1][O:2][C:3]1[CH:4]=[C:5]([CH:12]2[CH2:14][NH:19][CH2:16][CH2:17][NH:18]2)[CH:6]=[CH:7][C:8]=1[N+:9]([O-:11])=[O:10]. Procedure details: (RS)-2-(3-Methoxy-4-nitrophenyl)piperazine was prepared according to the method described in Patent Application FR 2,351,108, but starting with 3-methoxy-4-nitrophenylglyoxal (36 g) and ethylenediamine (12.1 g). The crude product is purified by chromatography on 230-400 mesh silica (800 g) suspended in a mixture of dichloromethane (70%), ethanol (26%) and triethylamine (4%) and elution with the same mixture (2 liters). After concentration of the eluate under reduced pressure (20 kPa) at approxim... Starting materials: [Cl-].[NH4+] (ammonium chloride), ClC1=C2CCC(C2=C(C(=C1)Cl)OC)NC1=NC2=CC=C(C=C2C=C1)[N+](=O)[O-] (Rac-(4,6-dichloro-7-methoxy-indan-1-yl)-(6-nitro-quinolin-2-yl)-amine). Reagents/catalysts: [Fe] (iron). The solvent is C(C)O (ethanol), O (water). Product: ClC1=C2CCC(C2=C(C(=C1)Cl)OC)NC1=NC2=CC=C(C=C2C=C1)N (Rac-N2-(4,6-dichloro-7-methoxy-indan-1-yl)-quinoline-2,6-diamine), oil. Isolated yield 45.0%. Reaction SMILES: [Cl:1][C:2]1[CH:10]=[C:9]([Cl:11])[C:8]([O:12][CH3:13])=[C:7]2[C:3]=1[CH2:4][CH2:5][CH:6]2[NH:14][C:15]1[CH:24]=[CH:23][C:22]2[C:17](=[CH:18][CH:19]=[C:20]([N+:25]([O-])=O)[CH:21]=2)[N:16]=1.[Cl-].[NH4+]>C(O)C.O.[Fe]>[Cl:1][C:2]1[CH:10]=[C:9]([Cl:11])[C:8]([O:12][CH3:13])=[C:7]2[C:3]=1[CH2:4][CH2:5][CH:6]2[NH:14][C:15]1[CH:24]=[CH:23][C:22]2[C:17](=[CH:18][CH:19]=[C:20]([NH2:25])[CH:21]=2)[N:16]=1 |f:1.2|. Reported procedure: Rac-(4,6-dichloro-7-methoxy-indan-1-yl)-(6-nitro-quinolin-2-yl)-amine (250 mg, 0.62 mmol) were taken up in a mixture of ethanol (5 mL) and water (2.5 mL). After the addition of ammonium chloride (17 mg, 0.31 mmol) and iron powder (173 mg, 3.1 mmol) the reaction mixture was heated tom reflux for 6 h. After cooling to ambient temperature the reaction mixture was filtered through Dicalit®, the filtrate was concentrated and the residue was subjected to column chromatography (silica gel, heptane ethy... Starting materials: OCCS(=O)(=O)C1=C(C=CC(=C1)[N+](=O)[O-])Cl (2-chloro-5-nitrophenyl hydroxyethyl sulfone), (2-β-aminoethylamino)-5-nitrophenyl hydroxyethyl sulfone, OCCS(=O)(=O)C1=C(C=CC(=C1)[N+](=O)[O-])Cl (2-chloro-5-nitrophenyl hydroxyethyl sulfone), NCCN (1,2-diaminoethane), ice water. Conditions: time 15 minute. Product: OCCS(=O)(=O)C1=C(C=CC(=C1)[N+](=O)[O-])NCCN (2-β-Aminoethylamino-5-nitrophenyl hydroxyethyl sulfone). Isolated yield 94.5%. As a reaction SMILES: [OH:1][CH2:2][CH2:3][S:4]([C:7]1[CH:12]=[C:11]([N+:13]([O-:15])=[O:14])[CH:10]=[CH:9][C:8]=1Cl)(=[O:6])=[O:5].[NH2:17][CH2:18][CH2:19][NH2:20]>>[OH:1][CH2:2][CH2:3][S:4]([C:7]1[CH:12]=[C:11]([N+:13]([O-:15])=[O:14])[CH:10]=[CH:9][C:8]=1[NH:17][CH2:18][CH2:19][NH2:20])(=[O:6])=[O:5]. Reported procedure: 132.85 g of 2-chloro-5-nitrophenyl hydroxyethyl sulfone are added at 65°-70° C. with stirring to 250 g of 1,2-diaminoethane in the course of 15 minutes, and the mixture is stirred at this temperature for a further 15 minutes. The reaction mixture is then allowed to cool down to room temperature with stirring and is poured onto 1 l of ice-water, and the product is isolated by filtration. This gives 139.6 g (2-β-aminoethylamino)-5-nitrophenyl hydroxyethyl sulfone having a melting point of 147° C. ...